Dataset: the Open Reaction Database (ORD), a public repository of structured organic reaction records. Task: describe an organic reaction: reactants, conditions, products, and yield The reactants are BrC1=C2C3(C(N(C2=CC=C1)CC(=O)NC1=C(C=CC=C1)F)=O)C1=C(OC3)C=C3OCCC3=C1 (2-(4′-bromo-2′-oxo-5,6-dihydrospiro[benzo[1,2-b:5,4-b′]difuran-3,3′-indol]-1′(2′H)-yl)-N-(2-fluorophenyl)acetamide), CN(C1=CC=C(C=N1)B(O)O)C ([6-(dimethylamino)pyridin-3-yl]boronic acid), BrC1=C2C3(C(N(C2=CC=C1)CCCCC)=O)COC=1C3=CC3=C(OCO3)C1 (4′-bromo-1′-pentylspiro[furo[2,3-f][1,3]benzodioxole-7,3′-indol]-2′(1′H)-one), N1=CN=CC(=C1)B(O)O (pyrimidine-5-boronic acid). Product: FC1=C(C=CC=C1)NC(CN1C(C2(C3=C(C=CC=C13)C=1C=NC=NC1)C1=C(OC2)C=C2OCCC2=C1)=O)=O (N-(2-fluorophenyl)-2-(2′-oxo-4′-pyrimidin-5-yl-5,6-dihydrospiro[benzo[1,2-b:5,4-b′]difuran-3,3′-indol]-1′(2′H)-yl)acetamide). Reaction SMILES: Br[C:2]1[CH:10]=[CH:9][CH:8]=[C:7]2[C:3]=1[C:4]1([CH2:26][O:25][C:24]3[CH:27]=[C:28]4[C:32](=[CH:33][C:23]1=3)[CH2:31][CH2:30][O:29]4)[C:5](=[O:22])[N:6]2[CH2:11][C:12]([NH:14][C:15]1[CH:20]=[CH:19][CH:18]=[CH:17][C:16]=1[F:21])=[O:13].BrC1C=CC=C2C=1C1(C3=CC4OCOC=4C=C3OC1)C(=O)N2CCCCC.[N:61]1[CH:66]=[C:65](B(O)O)[CH:64]=[N:63][CH:62]=1.CN(C)C1N=CC(B(O)O)=CC=1>>[F:21][C:16]1[CH:17]=[CH:18][CH:19]=[CH:20][C:15]=1[NH:14][C:12](=[O:13])[CH2:11][N:6]1[C:7]2[C:3](=[C:2]([C:65]3[CH:66]=[N:61][CH:62]=[N:63][CH:64]=3)[CH:10]=[CH:9][CH:8]=2)[C:4]2([CH2:26][O:25][C:24]3[CH:27]=[C:28]4[C:32](=[CH:33][C:23]2=3)[CH2:31][CH2:30][O:29]4)[C:5]1=[O:22]. Procedure details: Following the procedure as described in EXAMPLE 4, and making non-critical variations using 2-(4′-bromo-2′-oxo-5,6-dihydrospiro[benzo[1,2-b:5,4-b′]difuran-3,3′-indol]-1′(2′H)-yl)-N-(2-fluorophenyl)acetamide to replace 4′-bromo-1′-pentylspiro[furo[2,3-f][1,3]benzodioxole-7,3′-indol]-2′(1′H)-one, and pyrimidine-5-boronic acid to replace [6-(dimethylamino)pyridin-3-yl]boronic acid, the title compound was obtained (53%) as a colorless solid: mp 229-230° C.; 1H NMR (300 MHz, CDCl3) δ 9.10 (s, 1H), 8.... Run in O1CCOCC1 (dioxane), CN(C=O)C (dimethylformamide), C(C)N(CC)CC (triethylamine). The product is N([C@@H](CO)C(=O)N[C@@H](CC(N)=O)C(=O)N[C@@H](CC(C)C)C(=O)N[C@@H](CO)C(=O)N[C@@H]([C@H](O)C)C(=O)N[C@@H](CSCNC(=O)C)C(=O)N[C@@H](C(C)C)C(=O)N[C@@H](CC(C)C)C(=O)O)C(=O)OC(C)(C)C (Boc-Ser-Asn-Leu-Ser-Thr-Cys(Acm)-Val-Leu-OH). Starting materials: anhydrous solution, Cl (HCl), C(C)(C)(C)ON=O (tert.-butylnitrite), N([C@@H](CO)C(=O)N[C@@H](CC(N)=O)C(=O)N[C@@H](CC(C)C)C(=O)N[C@@H](CO)C(=O)NN)C(=O)OC(C)(C)C (Boc-Ser-Asn-Leu-Ser-NHNH2), N[C@@H]([C@H](O)C)C(=O)N[C@@H](CSCNC(=O)C)C(=O)N[C@@H](C(C)C)C(=O)N[C@@H](CC(C)C)C(=O)O (H-Thr-Cys(Acm)-Val-Leu-OH). Procedure: 13.6 g of Boc-Ser-Asn-Leu-Ser-NHNH2 are dissolved in 150 ml of dimethylformamide, cooled to -20°, then 40 ml of an anhydrous solution of HCl (2N) in dioxane are added, followed by 3.6 ml of tert.-butylnitrite. After 10 minutes at -20°, 16 ml of triethylamine and 13.0 g of H-Thr-Cys(Acm)-Val-Leu-OH are added, and the solution stirred for 16 hours at 25°. The mixture is filtered, the filtrate is evaporated to dryness, the residue is suspended repeatedly in 1N acetic acid and in water, filtered and... Run at time 10 minute. RXN SMILES: [NH:1]([C:31]([O:33][C:34]([CH3:37])([CH3:36])[CH3:35])=[O:32])[C@H:2]([C:5]([NH:7][C@H:8]([C:13]([NH:15][C@H:16]([C:21]([NH:23][C@H:24]([C:27]([NH:29]N)=[O:28])[CH2:25][OH:26])=[O:22])[CH2:17][CH:18]([CH3:20])[CH3:19])=[O:14])[CH2:9][C:10](=[O:12])[NH2:11])=[O:6])[CH2:3][OH:4].Cl.C(ON=O)(C)(C)C.N[C@H:47]([C:51]([NH:53][C@H:54]([C:62]([NH:64][C@H:65]([C:69]([NH:71][C@H:72]([C:77]([OH:79])=[O:78])[CH2:73][CH:74]([CH3:76])[CH3:75])=[O:70])[CH:66]([CH3:68])[CH3:67])=[O:63])[CH2:55][S:56][CH2:57][NH:58][C:59]([CH3:61])=[O:60])=[O:52])[C@@H:48]([CH3:50])[OH:49]>CN(C)C=O.O1CCOCC1.C(N(CC)CC)C>[NH:1]([C:31]([O:33][C:34]([CH3:37])([CH3:36])[CH3:35])=[O:32])[C@H:2]([C:5]([NH:7][C@H:8]([C:13]([NH:15][C@H:16]([C:21]([NH:23][C@H:24]([C:27]([NH:29][C@H:47]([C:51]([NH:53][C@H:54]([C:62]([NH:64][C@H:65]([C:69]([NH:71][C@H:72]([C:77]([OH:79])=[O:78])[CH2:73][CH:74]([CH3:76])[CH3:75])=[O:70])[CH:66]([CH3:68])[CH3:67])=[O:63])[CH2:55][S:56][CH2:57][NH:58][C:59]([CH3:61])=[O:60])=[O:52])[C@@H:48]([CH3:50])[OH:49])=[O:28])[CH2:25][OH:26])=[O:22])[CH2:17][CH:18]([CH3:20])[CH3:19])=[O:14])[CH2:9][C:10](=[O:12])[NH2:11])=[O:6])[CH2:3][OH:4].